The task is: describe an organic reaction: reactants, conditions, products, and yield. This data is from the Open Reaction Database (ORD), a public repository of structured organic reaction records. Starting materials: NC1=CC=C(C(=O)NNC(=O)OC(C)(C)C)C=C1 (tert-butyl 2-(4-aminobenzoyl)hydrazinecarboxylate), C(=O)(OC)CCC(=O)Cl (3-carbomethoxypropionyl chloride). Run in N1=CC=CC=C1 (pyridine). Run at time 60 minute. Yields the product COC(CCC(=O)NC1=CC=C(C(=O)NNC(=O)OC(C)(C)C)C=C1)=O (tert-butyl 2-{4-[(4-methoxy-4-oxobutanoyl)amino]benzoyl}hydrazinecarboxylate). As a reaction SMILES: [NH2:1][C:2]1[CH:18]=[CH:17][C:5]([C:6]([NH:8][NH:9][C:10]([O:12][C:13]([CH3:16])([CH3:15])[CH3:14])=[O:11])=[O:7])=[CH:4][CH:3]=1.[C:19]([CH2:23][CH2:24][C:25](Cl)=[O:26])([O:21][CH3:22])=[O:20]>N1C=CC=CC=1>[CH3:22][O:21][C:19](=[O:20])[CH2:23][CH2:24][C:25]([NH:1][C:2]1[CH:3]=[CH:4][C:5]([C:6]([NH:8][NH:9][C:10]([O:12][C:13]([CH3:15])([CH3:14])[CH3:16])=[O:11])=[O:7])=[CH:17][CH:18]=1)=[O:26]. Procedure: To a solution of tert-butyl 2-(4-aminobenzoyl)hydrazinecarboxylate (500 mg, 1.99 mmol) in anhydrous pyridine (10 mL) was added dropwise 3-carbomethoxypropionyl chloride (Fluka) (300 μL) at rt. After 60 min, aminomethyl resin (Polymers Laboratories PL-AMS, 1.96 mmol/g, 400 mg) was added and the resulting mixture was stirred overnight at rt. After filtration and rinsing the resin, water (80 mL) was added into the filtrate and a white solid precipitated out. Filtration and washing with water gave a...